This data is from the Open Reaction Database (ORD), a public repository of structured organic reaction records. The task is: describe an organic reaction: reactants, conditions, products, and yield The reactants are C1CCOC1, COC(=O)COc1ccc(Sc2cc(C#Cc3ccc(CO)cc3)nc(C#Cc3ccc(CO)cc3)c2)cc1C, CCOC(C)=O, CCO, Cl, [Na+], [OH-], O. Product: Cc1cc(Sc2cc(C#Cc3ccc(CO)cc3)nc(C#Cc3ccc(CO)cc3)c2)ccc1OCC(=O)O. Reaction SMILES: [CH2:49]1[O:50][CH2:51][CH2:52][CH2:53]1.[CH3:1][O:2][C:3]([CH2:4][O:5][c:6]1[c:7]([CH3:39])[cH:8][c:9]([S:12][c:13]2[cH:14][c:15]([C:29]#[C:30][c:31]3[cH:32][cH:33][c:34]([CH2:37][OH:38])[cH:35][cH:36]3)[n:16][c:17]([C:19]#[C:20][c:21]3[cH:22][cH:23][c:24]([CH2:27][OH:28])[cH:25][cH:26]3)[cH:18]2)[cH:10][cH:11]1)=[O:40].[CH3:43][CH2:44][O:45][C:46](=[O:47])[CH3:48].[CH3:54][CH2:55][OH:56].[ClH:41].[Na+:58].[OH-:57].[OH2:42]>>[O:2]=[C:3]([CH2:4][O:5][c:6]1[c:7]([CH3:39])[cH:8][c:9]([S:12][c:13]2[cH:14][c:15]([C:29]#[C:30][c:31]3[cH:32][cH:33][c:34]([CH2:37][OH:38])[cH:35][cH:36]3)[n:16][c:17]([C:19]#[C:20][c:21]3[cH:22][cH:23][c:24]([CH2:27][OH:28])[cH:25][cH:26]3)[cH:18]2)[cH:10][cH:11]1)[OH:40]. Starting materials: NC1=C2CN(C(C2=CC=C1)=O)C1C(NC(CC1)=O)=O (3-(4-amino-1-oxoisoindolin-2-yl)piperidine-2,6-dione), ClCC(=O)Cl (chloroacetyl chloride). Reagents/catalysts: ClCC(=O)Cl (chloroacetyl chloride). Solvent: C1CCOC1 (THF). Product: O=C1NC(CCC1N1C(C2=CC=CC(=C2C1)NC(CCl)=O)=O)=O (N-[2-(2,6-dioxo(3-piperidyl))-1-oxoisoindolin-4-yl]-2-chloroacetamide). Yield: 92.1%. RXN SMILES: [NH2:1][C:2]1[CH:10]=[CH:9][CH:8]=[C:7]2[C:3]=1[CH2:4][N:5]([CH:12]1[CH2:17][CH2:16][C:15](=[O:18])[NH:14][C:13]1=[O:19])[C:6]2=[O:11].[Cl:20][CH2:21][C:22](Cl)=[O:23]>C1COCC1.ClCC(Cl)=O>[O:19]=[C:13]1[CH:12]([N:5]2[CH2:4][C:3]3[C:7](=[CH:8][CH:9]=[CH:10][C:2]=3[NH:1][C:22](=[O:23])[CH2:21][Cl:20])[C:6]2=[O:11])[CH2:17][CH2:16][C:15](=[O:18])[NH:14]1. Reported procedure: To a stirred suspension of 3-(4-amino-1-oxoisoindolin-2-yl)piperidine-2,6-dione (3.89 g, 15.0 mmol) in THF (50 ml) was added chloroacetyl chloride (1.86 g, 16.5 mmol). The mixture was heated to reflux for 45 minutes. To the reaction mixture was added additional chloroacetyl chloride (0.15 g, 0.13 mmol). The reaction mixture was heated at reflux for an additional 30 minutes. The solvent was evaporated in vacuo and the resulting solid was slurried in diethyl ether (20 ml) and filtered to give 4.64... The reactants are OC=1C=C2C(N(C(=NC2=CC1)CCC)CC1=CC=C(C=C1)C1=C(C=CC=C1)C1=NN=NN1COC)=O (6-hydroxy-3-[[2'-(N-methoxymethyltetrazol-5-yl)biphenyl-4-yl]methyl]-2-propyl-4(3H)-quinazolinone). Run in C(C)(=O)OCC (ethyl acetate), C1CCOC1 (THF), N1=CC=CC=C1 (pyridine). The product is COCN1N=NN=C1C1=C(C=CC=C1)C1=CC=C(C=C1)CN1C(=NC2=CC=C(C=C2C1=O)OC(NCCC)=O)CCC (3-[[2'-(N-Methoxymethyltetrazol-5-yl)biphenyl-4-yl]methyl]-6-(N-propylcarbamoyloxy)-2-propyl-4(3H)-quinazolinone). Yield: 158.7%. As a reaction SMILES: [OH:1][C:2]1[CH:3]=[C:4]2[C:9](=[CH:10][CH:11]=1)[N:8]=[C:7]([CH2:12][CH2:13][CH3:14])[N:6]([CH2:15][C:16]1[CH:21]=[CH:20][C:19]([C:22]3[CH:27]=[CH:26][CH:25]=[CH:24][C:23]=3[C:28]3[N:32]([CH2:33][O:34][CH3:35])[N:31]=[N:30][N:29]=3)=[CH:18][CH:17]=1)[C:5]2=[O:36]>C1COCC1.N1C=CC=CC=1.C(OCC)(=O)C>[CH3:35][O:34][CH2:33][N:32]1[C:28]([C:23]2[CH:24]=[CH:25][CH:26]=[CH:27][C:22]=2[C:19]2[CH:18]=[CH:17][C:16]([CH2:15][N:6]3[C:5](=[O:36])[C:4]4[C:9](=[CH:10][CH:11]=[C:2]([O:1][C:5](=[O:36])[NH:6][CH2:7][CH2:12][CH3:13])[CH:3]=4)[N:8]=[C:7]3[CH2:12][CH2:13][CH3:14])=[CH:21][CH:20]=2)=[N:29][N:30]=[N:31]1. Procedure details: A mixture of 6-hydroxy-3-[[2'-(N-methoxymethyltetrazol-5-yl)biphenyl-4-yl]methyl]-2-propyl-4(3H)-quinazolinone (0.15 g) propyl isocyanate (0.9 ml) in a mixture of THF (5 ml) and pyridine (2 ml) was heated under reflux for 6 days. The reaction mixture was diluted with ethyl acetate and the solution was washed with 1N hydrochloric acid and water, dried and concentrated to dryness. The residue was purified by column chromatography on silica gel to give a pale yellow powder (0.14 g, 79%).